This data is from the Open Reaction Database (ORD), a public repository of structured organic reaction records. The task is: describe an organic reaction: reactants, conditions, products, and yield Reactants: solution, C(C)(C)[Mg]Cl (isopropylmagnesium chloride), IC1=CC=C(C=C1)C#C[Si](C(C)C)(C(C)C)C(C)C ((4-iodo-phenylethynyl)-triisopropyl-silane), [Cl-].[NH4+] (ammonium chloride), N (ammonia), solution, C(#N)[Cu] (CuCN), C(#N)[Cu] (CuCN), [Li+].[Cl-] (LiCl), BrC1=CC(=C(C=C1)Cl)CBr (4-bromo-2-bromomethyl-1-chlorbenzene), [Li+].[Cl-] (LiCl). The solvent is O1CCCC1 (tetrahydrofuran), O1CCCC1 (tetrahydrofuran), O (water), O1CCCC1 (tetrahydrofuran). Conditions: temperature -25 celsius, time 30 minute. Product: BrC=1C=CC(=C(CC2=CC=C(C=C2)C#C[Si](C(C)C)(C(C)C)C(C)C)C1)Cl ([4-(5-bromo-2-chloro-benzyl)-phenylethynyl]-triisopropyl-silane). Reaction SMILES: C([Mg]Cl)(C)C.I[C:7]1[CH:12]=[CH:11][C:10]([C:13]#[C:14][Si:15]([CH:22]([CH3:24])[CH3:23])([CH:19]([CH3:21])[CH3:20])[CH:16]([CH3:18])[CH3:17])=[CH:9][CH:8]=1.C([Cu])#N.[Li+].[Cl-].[Br:30][C:31]1[CH:36]=[CH:35][C:34]([Cl:37])=[C:33]([CH2:38]Br)[CH:32]=1.[Cl-].[NH4+].N>O1CCCC1.O>[Br:30][C:31]1[CH:36]=[CH:35][C:34]([Cl:37])=[C:33]([CH:32]=1)[CH2:38][C:7]1[CH:12]=[CH:11][C:10]([C:13]#[C:14][Si:15]([CH:22]([CH3:24])[CH3:23])([CH:19]([CH3:21])[CH3:20])[CH:16]([CH3:18])[CH3:17])=[CH:9][CH:8]=1 |f:3.4,6.7|. Reported procedure: Under argon 0.66 ml of a 2 M solution of isopropylmagnesium chloride in tetrahydrofuran are added dropwise to a solution of 0.50 g (4-iodo-phenylethynyl)-triisopropyl-silane in 2.2 ml dry tetrahydrofuran chilled to −25° C. The solution is stirred for 30 min at −25° C. and then combined with 0.26 ml of a 1 M solution of CuCN*2 LiCl in tetrahydrofuran (prepared by dissolving CuCN and LiCl in the ratio 1:2). Shortly afterwards, 0.35 g 4-bromo-2-bromomethyl-1-chlorbenzene are added and the reaction ... Reactants: CCOC(C)=O, CCO, CCOC(=O)CCCOc1ccc(C(F)(F)F)cc1CN(Cc1cc(C(F)(F)F)cc(C(F)(F)F)c1)c1ncc(N2CCOCC2)cn1, [Na+], [OH-]. Product: O=C(O)CCCOc1ccc(C(F)(F)F)cc1CN(Cc1cc(C(F)(F)F)cc(C(F)(F)F)c1)c1ncc(N2CCOCC2)cn1. As a reaction SMILES: [CH3:51][CH2:52][O:53][C:54](=[O:55])[CH3:56].[CH3:57][CH2:58][OH:59].[F:1][C:2]([c:3]1[cH:4][c:5]([CH2:6][N:7]([c:8]2[n:9][cH:10][c:11]([N:14]3[CH2:15][CH2:16][O:17][CH2:18][CH2:19]3)[cH:12][n:13]2)[CH2:20][c:21]2[c:22]([O:23][CH2:24][CH2:25][CH2:26][C:27](=[O:28])[O:29][CH2:30][CH3:31])[cH:32][cH:33][c:34]([C:36]([F:37])([F:38])[F:39])[cH:35]2)[cH:40][c:41]([C:43]([F:44])([F:45])[F:46])[cH:42]1)([F:47])[F:48].[Na+:50].[OH-:49]>>[F:1][C:2]([c:3]1[cH:4][c:5]([CH2:6][N:7]([c:8]2[n:9][cH:10][c:11]([N:14]3[CH2:15][CH2:16][O:17][CH2:18][CH2:19]3)[cH:12][n:13]2)[CH2:20][c:21]2[c:22]([O:23][CH2:24][CH2:25][CH2:26][C:27](=[O:28])[OH:29])[cH:32][cH:33][c:34]([C:36]([F:37])([F:38])[F:39])[cH:35]2)[cH:40][c:41]([C:43]([F:44])([F:45])[F:46])[cH:42]1)([F:47])[F:48]. Starting materials: ClC1=CC=CC=2[C@]3([C@@H](ON(C21)C)N[C@@H](C3)C(=O)O[C@H]3[C@@H](C(=C[C@@H]2[C@@H](CC[C@H]([C@]32O)C)C(C=O)C)C)OC(C)=O)O ((1S,2R,4aS,5R,8R,8aR)-2-(acetyloxy)-8a-hydroxy-3,8-dimethyl-5-[1-methyl-2-oxoethyl]-1,2,4a,5,6,7,8,8a-octahydronaphthalen-1-yl (2S,3aR,9bR)-6-chloro-9b-hydroxy-5-methyl-1,2,3,3a,5,9b-hexahydropyrrolo[2,3-c][2,1]benzoxazine-2-carboxylate), C(=O)(OCC)C=P(C1=CC=CC=C1)(C1=CC=CC=C1)C1=CC=CC=C1 (carbethoxymethylene triphenylphosphorane), C1(=CC=CC=C1)C (toluene). Run at time 18 hour. Product: ClC1=CC=CC=2[C@]3([C@@H](ON(C21)C)N[C@@H](C3)C(=O)O[C@H]3[C@@H](C(=C[C@@H]2[C@@H](CC[C@H]([C@]32O)C)C(C=CC(=O)OCC)C)C)OC(C)=O)O ((1S,2R,4aS,5S,8R,8aR)-2-(acetyloxy)-5-[4-(ethyloxy)-1-methyl-4-oxobut-2-enyl]-8a-hydroxy-3,8-dimethyl-1,2,4a,5,6,7,8,8a-octahydronaphthalen-1-yl (2S,3aR,9bR)-6-chloro-9b-hydroxy-5-methyl-1,2,3,3a,5,9b-hexahydropyrrolo[2,3-c][2,1]benzoxazine-2-carboxylate). The yield is 6.0%. RXN SMILES: [Cl:1][C:2]1[C:11]2[N:10]([CH3:12])[O:9][C@H:8]3[NH:13][C@H:14]([C:16]([O:18][C@@H:19]4[C@:28]5([OH:29])[C@@H:23]([C@H:24]([CH:31]([CH3:34])C=O)[CH2:25][CH2:26][C@H:27]5[CH3:30])[CH:22]=[C:21]([CH3:35])[C@H:20]4[O:36][C:37](=[O:39])[CH3:38])=[O:17])[CH2:15][C@@:7]3([OH:40])[C:6]=2[CH:5]=[CH:4][CH:3]=1.[C:41]([CH:46]=P(C1C=CC=CC=1)(C1C=CC=CC=1)C1C=CC=CC=1)([O:43][CH2:44][CH3:45])=[O:42].[C:66]1(C)C=CC=CC=1>>[Cl:1][C:2]1[C:11]2[N:10]([CH3:12])[O:9][C@H:8]3[NH:13][C@H:14]([C:16]([O:18][C@@H:19]4[C@:28]5([OH:29])[C@@H:23]([C@H:24]([CH:31]([CH3:34])[CH:66]=[CH:46][C:41]([O:43][CH2:44][CH3:45])=[O:42])[CH2:25][CH2:26][C@H:27]5[CH3:30])[CH:22]=[C:21]([CH3:35])[C@H:20]4[O:36][C:37](=[O:39])[CH3:38])=[O:17])[CH2:15][C@@:7]3([OH:40])[C:6]=2[CH:5]=[CH:4][CH:3]=1. Procedure: A solution of ((1S,2R,4aS,5R,8R,8aR)-2-(acetyloxy)-8a-hydroxy-3,8-dimethyl-5-[1-methyl-2-oxoethyl]-1,2,4a,5,6,7,8,8a-octahydronaphthalen-1-yl (2S,3aR,9bR)-6-chloro-9b-hydroxy-5-methyl-1,2,3,3a,5,9b-hexahydropyrrolo[2,3-c][2,1]benzoxazine-2-carboxylate (Preparation 141, 94 mg, 0.163 mmol) and carbethoxymethylene triphenylphosphorane (68 mg, 0.195 mmol) in anhydrous toluene (5 ml) was refluxed under nitrogen for 3 hours and then stirred at room temperature for 18 h before concentrating in vacuo. T... Reactants: CC(C)C[Al+]CC(C)C, COc1cc(COc2ncccc2C#N)ccc1OCc1nc(-c2ccccc2)oc1C, Cc1ccccc1, CCOC(C)=O, CCCCCC, [Cl-], [H-], [NH4+]. Yields the product COc1cc(COc2ncccc2C=O)ccc1OCc1nc(-c2ccccc2)oc1C. RXN SMILES: [CH2:41]([Al+:42][CH2:43][CH:44]([CH3:45])[CH3:46])[CH:47]([CH3:48])[CH3:49].[CH3:1][O:2][c:3]1[cH:4][c:5]([CH2:6][O:7][c:8]2[c:9]([C:10]#[N:11])[cH:12][cH:13][cH:14][n:15]2)[cH:16][cH:17][c:18]1[O:19][CH2:20][c:21]1[n:22][c:23](-[c:27]2[cH:28][cH:29][cH:30][cH:31][cH:32]2)[o:24][c:25]1[CH3:26].[CH3:33][c:34]1[cH:35][cH:36][cH:37][cH:38][cH:39]1.[CH3:52][CH2:53][O:54][C:55](=[O:56])[CH3:57].[CH3:58][CH2:59][CH2:60][CH2:61][CH2:62][CH3:63].[Cl-:50].[H-:40].[NH4+:51]>>[CH3:1][O:2][c:3]1[cH:4][c:5]([CH2:6][O:7][c:8]2[c:9]([CH:10]=[O:54])[cH:12][cH:13][cH:14][n:15]2)[cH:16][cH:17][c:18]1[O:19][CH2:20][c:21]1[n:22][c:23](-[c:27]2[cH:28][cH:29][cH:30][cH:31][cH:32]2)[o:24][c:25]1[CH3:26]. Reactants: FC1=C(C=CC=C1)C=1N=NN2C1NC(C(=C2)C2=CC=CC=C2)=O (3-(2-Fluorophenyl)-6-phenyl-4H-1,2,3-triazolo[1,5-α]pyrimidin-5-one), N(=NC(=O)OCC)C(=O)OCC (Diethyl azodicarboxylate), EtOAc hexanes, C1(=CC=CC=C1)P(C1=CC=CC=C1)C1=CC=CC=C1 (triphenylphosphine), CN1N=C(N=C1)CO ((1-methyl-1H-1,2,4-triazol-3-yl)methanol). Solvent: O1CCCC1 (tetrahydrofuran). The product is FC1=C(C=CC=C1)C=1N=NN2C1N=C(C(=C2)C2=CC=CC=C2)OCC2=NN(C=N2)C (3-(2-fluorophenyl)-5-(1-methyl-1H-1,2,4-triazol-3-ylmethoxy)-6-phenyl-1,2,3-triazolo[1,5-α]pyrimidine). Isolated yield 48.8%. Reaction SMILES: [F:1][C:2]1[CH:7]=[CH:6][CH:5]=[CH:4][C:3]=1[C:8]1[N:9]=[N:10][N:11]2[CH:16]=[C:15]([C:17]3[CH:22]=[CH:21][CH:20]=[CH:19][CH:18]=3)[C:14](=[O:23])[NH:13][C:12]=12.C1(P(C2C=CC=CC=2)C2C=CC=CC=2)C=CC=CC=1.[CH3:43][N:44]1[CH:48]=[N:47][C:46]([CH2:49]O)=[N:45]1.N(C(OCC)=O)=NC(OCC)=O>O1CCCC1>[F:1][C:2]1[CH:7]=[CH:6][CH:5]=[CH:4][C:3]=1[C:8]1[N:9]=[N:10][N:11]2[CH:16]=[C:15]([C:17]3[CH:22]=[CH:21][CH:20]=[CH:19][CH:18]=3)[C:14]([O:23][CH2:49][C:46]3[N:47]=[CH:48][N:44]([CH3:43])[N:45]=3)=[N:13][C:12]=12. Procedure details: 3-(2-Fluorophenyl)-6-phenyl-4H-1,2,3-triazolo[1,5-α]pyrimidin-5-one (77 mg, 0.25 mmol), triphenylphosphine (165 mg, 0.63 mmol) and (1-methyl-1H-1,2,4-triazol-3-yl)methanol (80 mg, 0.63 mmol) were suspended in dry tetrahydrofuran (1.5 ml). Diethyl azodicarboxylate (100 μl, 0.63 mmol) was added and a solution resulted immediately. The reaction was stirred at room temperature for 48 hours before purification by preparative tlc (40% EtOAc/hexanes) to give a white solid which was recrystallised from ...